Dataset: the Open Reaction Database (ORD), a public repository of structured organic reaction records. Task: describe an organic reaction: reactants, conditions, products, and yield Starting materials: NC=1C(=CC2=CC=CC=C2C1)C(=O)O (3-amino-2-naphthalenecarboxylic acid), OC1=CC(=CC(=C1)O)O (1,3,5-trihydroxybenzene), C1(=CC=C(C=C1)S(=O)(=O)O)C (para-toluenesulphonic acid). Run in C(CCCCCC)O (heptan-1-ol). Conditions: time 48 hour. Yields the product OC1=CC(=CC=2NC=3C=C4C(=CC3C(C12)=O)C=CC=C4)O (1,3-Dihydroxy-5,12-dihydro-benzo[b]acridin-12-one). RXN SMILES: [NH2:1][C:2]1[C:3]([C:12]([OH:14])=O)=[CH:4][C:5]2[C:10]([CH:11]=1)=[CH:9][CH:8]=[CH:7][CH:6]=2.[OH:15][C:16]1[CH:21]=[C:20](O)[CH:19]=[C:18]([OH:23])[CH:17]=1.C1(C)C=CC(S(O)(=O)=O)=CC=1>C(O)CCCCCC>[OH:15][C:16]1[C:21]2[C:12](=[O:14])[C:3]3[CH:4]=[C:5]4[CH:6]=[CH:7][CH:8]=[CH:9][C:10]4=[CH:11][C:2]=3[NH:1][C:20]=2[CH:19]=[C:18]([OH:23])[CH:17]=1. Reported procedure: To a solution of 5 g of 3-amino-2-naphthalenecarboxylic acid in 50 ml of heptan-1-ol there are added 3.5 g of 1,3,5-trihydroxybenzene and 62.5 mg of para-toluenesulphonic acid. The mixture is stirred for 48 hours under reflux using a Dean-Stark apparatus, and the reaction mixture is then concentrated in vacuo. The residue is chromatographed over silica gel (eluant:cyclohexane/acetone: 90/10). The isolated product is crystallised from a cyclohexane/acetone mixture, allowing 5.2 g of the expected ... Reported procedure: To a stirred solution of 4-methyl-6-(2,6,6-trimethylcyclohex-1-enyl)-3-hexenylmagnesium bromide (0.70 mmol, prepared from 0.21 g., 0.70 mmol 1-bromo-4-methyl-6-(2,6,6-trimethylcyclohex-1-enyl)-3-hexene and 2.1 mmol magnesium, with a catalytic amount of 1,2-dibromoethane as initiator), in one ml ethyl ether at 0° under argon was added dropwise 5-trimethylsilyl-3-furaldehyde (0.13 g., 0.77 mmol) in one ml ether. This solution was allowed to warm to room temperature, stirred for 30 minutes, and the... Conditions: time 30 minute. Yields the product OC(CCC=C(CCC1=C(CCCC1(C)C)C)C)C=1C=C(OC1)[Si](C)(C)C (4-[1-Hydroxy-5-methyl-7-(2,6,6-trimethylcyclohex-1-enyl)-4-heptenyl]-2-trimethylsilylfuran). Run in C(C)OCC (ethyl ether), CCOCC (ether). Reaction SMILES: [CH3:1][C:2]([CH2:8][CH2:9][C:10]1[C:15]([CH3:17])([CH3:16])[CH2:14][CH2:13][CH2:12][C:11]=1[CH3:18])=[CH:3][CH2:4][CH2:5][Mg]Br.BrCCC=C(C)CCC1C(C)(C)CCCC=1C.[Mg].BrCCBr.[CH3:41][Si:42]([CH3:51])([CH3:50])[C:43]1[O:47][CH:46]=[C:45]([CH:48]=[O:49])[CH:44]=1.Cl>C(OCC)C>[OH:49][CH:48]([C:45]1[CH:44]=[C:43]([Si:42]([CH3:51])([CH3:50])[CH3:41])[O:47][CH:46]=1)[CH2:5][CH2:4][CH:3]=[C:2]([CH3:1])[CH2:8][CH2:9][C:10]1[C:15]([CH3:17])([CH3:16])[CH2:14][CH2:13][CH2:12][C:11]=1[CH3:18]. Reagents/catalysts: ice. Reactants: CC(=CCC[Mg]Br)CCC1=C(CCCC1(C)C)C (4-methyl-6-(2,6,6-trimethylcyclohex-1-enyl)-3-hexenylmagnesium bromide), Cl (hydrochloric acid), BrCCC=C(CCC1=C(CCCC1(C)C)C)C (1-bromo-4-methyl-6-(2,6,6-trimethylcyclohex-1-enyl)-3-hexene), [Mg] (magnesium), BrCCBr (1,2-dibromoethane), C[Si](C1=CC(=CO1)C=O)(C)C (5-trimethylsilyl-3-furaldehyde). The reactants are C([O-])([O-])=O.[K+].[K+] (potassium carbonate), ClC1=NC=C(C(=N1)Cl)[N+](=O)[O-] (2,4-dichloro-5-nitropyrimidine), C1(CCCC1)NCC(C(=O)OCC)(CC)F (ethyl 2-((cyclopentylamino)methyl)-2-fluorobutanoate). Solvent: CC(=O)C (acetone), CC(=O)C (acetone). Reaction conditions: time 18 hour. The product is ClC1=NC=C(C(=N1)N(C1CCCC1)CC(C(=O)OCC)(CC)F)[N+](=O)[O-] (Ethyl 2-(((2-chloro-5-nitropyrimidin-4-yl)(cyclopentyl)amino)methyl)-2-fluorobutanoate). Reaction SMILES: [Cl:1][C:2]1[N:7]=[C:6](Cl)[C:5]([N+:9]([O-:11])=[O:10])=[CH:4][N:3]=1.[CH:12]1([NH:17][CH2:18][C:19]([F:27])([CH2:25][CH3:26])[C:20]([O:22][CH2:23][CH3:24])=[O:21])[CH2:16][CH2:15][CH2:14][CH2:13]1.C(=O)([O-])[O-].[K+].[K+]>CC(C)=O>[Cl:1][C:2]1[N:7]=[C:6]([N:17]([CH2:18][C:19]([F:27])([CH2:25][CH3:26])[C:20]([O:22][CH2:23][CH3:24])=[O:21])[CH:12]2[CH2:13][CH2:14][CH2:15][CH2:16]2)[C:5]([N+:9]([O-:11])=[O:10])=[CH:4][N:3]=1 |f:2.3.4|. Procedure details: To a solution of 2,4-dichloro-5-nitropyrimidine (1.4 g, 7.2 mmol) in anhydrous acetone (50 ml) at 0° C., was added dropwise a solution of ethyl 2-((cyclopentylamino)methyl)-2-fluorobutanoate (1.38 g, 6 mmol) in acetone (10 mL) over 10 min. After which, potassium carbonate (2.5 g, 18 mmol) was added and the whole was stirred at rt for 18 h. After evaporation in vacuo, the residue was partitioned between ethyl acetate (200 ml) and water (200 ml). The organic layer was washed with NaHCO3, brine and... Reactants: CC(C)(C)OC(=O)n1cc(CC#N)c2ccccc21, C1CCOC1, C[Si](C)(C)[N-][Si](C)(C)C, CI, [Li+]. Product: CC(C#N)c1cn(C(=O)OC(C)(C)C)c2ccccc12. As a reaction SMILES: [C:1]([CH3:2])([CH3:3])([CH3:4])[O:5][C:6](=[O:7])[n:8]1[cH:9][c:10]([CH2:17][C:18]#[N:19])[c:11]2[cH:12][cH:13][cH:14][cH:15][c:16]12.[CH2:32]1[O:33][CH2:34][CH2:35][CH2:36]1.[CH3:21][Si:22]([N-:23][Si:24]([CH3:25])([CH3:26])[CH3:27])([CH3:28])[CH3:29].[I:30][CH3:31].[Li+:20]>>[C:1]([CH3:2])([CH3:3])([CH3:4])[O:5][C:6](=[O:7])[n:8]1[cH:9][c:10]([CH:17]([C:18]#[N:19])[CH3:21])[c:11]2[cH:12][cH:13][cH:14][cH:15][c:16]12. Reactants: ClCC=1N=C(SC1)C1=CC=C(C=C1)Cl (4-chloromethyl-2-(4-chloro-phenyl)-thiazole), C([O-])([O-])=O.[Cs+].[Cs+] (cesium carbonate), [I-].[K+] (potassium iodide), COC([C@H](CC1=C(C=C(C=C1)O)C)OCC)=O ((2S)-2-ethoxy-3-(4-hydroxy-2-methyl-phenyl)-propionic acid methyl ester). Product: COC([C@H](CC1=C(C=C(C=C1)OCC=1N=C(SC1)C1=CC=C(C=C1)Cl)C)OCC)=O ((2S)-3-{4-[2-(4-chloro-phenyl)-thiazol-4-ylmethoxy]-2-methyl-phenyl}-2-ethoxy-propionic acid methyl ester). As a reaction SMILES: [CH3:1][O:2][C:3](=[O:17])[C@@H:4]([O:14][CH2:15][CH3:16])[CH2:5][C:6]1[CH:11]=[CH:10][C:9]([OH:12])=[CH:8][C:7]=1[CH3:13].Cl[CH2:19][C:20]1[N:21]=[C:22]([C:25]2[CH:30]=[CH:29][C:28]([Cl:31])=[CH:27][CH:26]=2)[S:23][CH:24]=1.C(=O)([O-])[O-].[Cs+].[Cs+].[I-].[K+]>>[CH3:1][O:2][C:3](=[O:17])[C@@H:4]([O:14][CH2:15][CH3:16])[CH2:5][C:6]1[CH:11]=[CH:10][C:9]([O:12][CH2:19][C:20]2[N:21]=[C:22]([C:25]3[CH:30]=[CH:29][C:28]([Cl:31])=[CH:27][CH:26]=3)[S:23][CH:24]=2)=[CH:8][C:7]=1[CH3:13] |f:2.3.4,5.6|. Reported procedure: In analogy to the procedure described in example 14 b], (2S)-2-ethoxy-3-(4-hydroxy-2-methyl-phenyl)-propionic acid methyl ester (example 17 d]) was reacted with 4-chloromethyl-2-(4-chloro-phenyl)-thiazole (example 14 a]) in the presence of cesium carbonate and potassium iodide to yield (2S)-3-{4-[2-(4-chloro-phenyl)-thiazol-4-ylmethoxy]-2-methyl-phenyl}-2-ethoxy-propionic acid methyl ester as light yellow liquid. Run at time 1 hour. As a reaction SMILES: [C:1]([O:5][C:6]([CH2:8][C@H:9]([NH:12][S:13]([C:16]1[CH:24]=[CH:23][C:19]([C:20]([OH:22])=O)=[CH:18][C:17]=1[O:25][CH2:26][CH2:27][C:28]1[CH:37]=[CH:36][CH:35]=[C:34]2[C:29]=1[CH:30]=[CH:31][CH:32]=[N:33]2)(=[O:15])=[O:14])[C:10]#[N:11])=[O:7])([CH3:4])([CH3:3])[CH3:2].CC[N:40]=C=NCCCN(C)C.C1C=CC2N(O)N=NC=2C=1.CN1CCOCC1.[NH4+].[OH-]>C1COCC1.CCOC(C)=O>[C:1]([O:5][C:6](=[O:7])[CH2:8][C@H:9]([NH:12][S:13]([C:16]1[CH:24]=[CH:23][C:19]([C:20](=[O:22])[NH2:40])=[CH:18][C:17]=1[O:25][CH2:26][CH2:27][C:28]1[CH:37]=[CH:36][CH:35]=[C:34]2[C:29]=1[CH:30]=[CH:31][CH:32]=[N:33]2)(=[O:14])=[O:15])[C:10]#[N:11])([CH3:4])([CH3:2])[CH3:3] |f:4.5|. Starting materials: [NH4+].[OH-] (NH4OH), C(C)(C)(C)OC(=O)C[C@@H](C#N)NS(=O)(=O)C1=C(C=C(C(=O)O)C=C1)OCCC1=C2C=CC=NC2=CC=C1 (4-((S)-2-tert-butoxycarbonyl-1-cyano-ethylsulfamoyl)-3-(2-quinolin-5-yl-ethoxy)-benzoic acid), CCN=C=NCCCN(C)C (EDCI), C=1C=CC2=C(C1)N=NN2O (HOBt), CN1CCOCC1 (N-methylmorpholine). The yield is 22.0%. Run in C1CCOC1 (THF), CCOC(=O)C (EtOAc). Yields the product C(C)(C)(C)OC(C[C@@H](C#N)NS(=O)(=O)C1=C(C=C(C=C1)C(N)=O)OCCC1=C2C=CC=NC2=CC=C1)=O ((S)-3-[4-Carbamoyl-2-(2-quinolin-5-yl-ethoxy)-benzenesulfonylamino]-3-cyano-propionic acid tert-butyl ester). Procedure details: To a solution of acid 4-((S)-2-tert-butoxycarbonyl-1-cyano-ethylsulfamoyl)-3-(2-quinolin-5-yl-ethoxy)-benzoic acid (0.60 g, 1.10 mmol) in THF (20 mL) was added EDCI (0.33 g, 1.70 mmol), HOBt (0.23 g, 1.70 mmol), and N-methylmorpholine (1.70 mmol, 0.20 mL). The reaction was allowed to stirred at room temperature for 1 h then followed by addition of NH4OH (10 mL). The mixture was stirred for another 12 h. To reaction was added EtOAc (100 mL) and washed with the 5% citric acid and then saturated Na... The reactants are CCCc1cc(O)ccc1-c1nc2ncncc2[nH]1, CS(=O)(=O)O, [Cl-]. The product is CCCc1cc(OS(C)(=O)=O)ccc1-c1nc2ncncc2[nH]1. Reaction SMILES: [CH2:1]([CH2:2][CH3:3])[c:4]1[c:5](-[c:11]2[n:12][c:13]3[n:14][cH:15][n:16][cH:17][c:18]3[nH:19]2)[cH:6][cH:7][c:8]([OH:10])[cH:9]1.[CH3:21][S:22](=[O:23])(=[O:24])[OH:25].[Cl-:20]>>[CH2:1]([CH2:2][CH3:3])[c:4]1[c:5](-[c:11]2[n:12][c:13]3[n:14][cH:15][n:16][cH:17][c:18]3[nH:19]2)[cH:6][cH:7][c:8]([O:10][S:22]([CH3:21])(=[O:23])=[O:24])[cH:9]1. The reactants are C(C(=O)O)(=O)O (Oxalic acid), [O-2].[O-2].[O-2].[Cr+6] (Chromium trioxide). Run in O (water). Product: C(C(=O)[O-])(=O)[O-].[Cr+3].C(C(=O)[O-])(=O)[O-].C(C(=O)[O-])(=O)[O-].[Cr+3] (chromium oxalate). RXN SMILES: [C:1]([OH:6])(=[O:5])[C:2]([OH:4])=[O:3].[O-2].[O-2].[O-2].[Cr+6:10]>O>[C:1]([O-:6])(=[O:5])[C:2]([O-:4])=[O:3].[Cr+3:10].[C:1]([O-:6])(=[O:5])[C:2]([O-:4])=[O:3].[C:1]([O-:6])(=[O:5])[C:2]([O-:4])=[O:3].[Cr+3:10] |f:1.2.3.4,6.7.8.9.10|. Procedure: Oxalic acid (10.18 Kg) was added to water (9 l). Chromium trioxide (2720 g) was gradually added to the mixture with stirring while heating the mixture on a water bath to form a solution of chromium oxalate. Reactants: CCCCCS(=O)(=O)Cl, ClCCl, Nc1ccc(N2CCN(C(=O)c3ccccc3C(F)(F)F)CC2)nc1, c1ccncc1. Product: CCCCCS(=O)(=O)Nc1ccc(N2CCN(C(=O)c3ccccc3C(F)(F)F)CC2)nc1. As a reaction SMILES: [CH2:1]([CH2:2][CH2:3][CH2:4][CH3:5])[S:6](=[O:7])(=[O:8])[Cl:9].[Cl:41][CH2:42][Cl:43].[NH2:10][c:11]1[cH:12][cH:13][c:14]([N:17]2[CH2:18][CH2:19][N:20]([C:23](=[O:24])[c:25]3[c:26]([C:31]([F:32])([F:33])[F:34])[cH:27][cH:28][cH:29][cH:30]3)[CH2:21][CH2:22]2)[n:15][cH:16]1.[cH:35]1[cH:36][cH:37][n:38][cH:39][cH:40]1>>[CH2:1]([CH2:2][CH2:3][CH2:4][CH3:5])[S:6](=[O:7])(=[O:8])[NH:10][c:11]1[cH:12][cH:13][c:14]([N:17]2[CH2:18][CH2:19][N:20]([C:23](=[O:24])[c:25]3[c:26]([C:31]([F:32])([F:33])[F:34])[cH:27][cH:28][cH:29][cH:30]3)[CH2:21][CH2:22]2)[n:15][cH:16]1. Conditions: time 40 minute. Yields the product C(C)(C)(C)OC(=O)NCCS (N-(t-Butyloxycarbonyl)-2-aminoethanethiol). The solvent is C(C)O (ethanol). Reaction SMILES: [C:1]([O:5][C:6]([NH:8][CH2:9][CH2:10][S:11]SCCN)=[O:7])([CH3:4])([CH3:3])[CH3:2].[BH4-].[Na+].C(O)(=O)CC(CC(O)=O)(C(O)=O)O>C(O)C>[C:1]([O:5][C:6]([NH:8][CH2:9][CH2:10][SH:11])=[O:7])([CH3:4])([CH3:3])[CH3:2] |f:1.2|. Procedure details: A solution of bis N-(t-butyloxycarbonyl)-cystamine (77.37 g, 0.220 mole) from Example 1, in 1 L of ethanol was treated with NaBH4 (32.5 g, 0.859 mmole). Vigorous gas evolution ensued and subsided in 40 minutes. The reaction was stirred for an additional half hour and was poured into 2.5 L of a cold dilute solution of citric acid (pH 6). The mixture was then extracted with 3×1 L of chloroform. The combined organic extracts were dried with MgSO4 and the solvents were removed under reduced pressure... Reactants: C(C)(C)(C)OC(=O)NCCSSCCN (N-(t-Butyloxycarbonyl)-cystamine), [BH4-].[Na+] (NaBH4), cold dilute solution, C(CC(O)(C(=O)O)CC(=O)O)(=O)O (citric acid). Yield: 106.4%.